The task is: describe an organic reaction: reactants, conditions, products, and yield. This data is from the Open Reaction Database (ORD), a public repository of structured organic reaction records. Starting materials: CCN, CS(=O)(=O)NC1CCCCC1N1C(=O)c2ccccc2C(C(=O)NCCCC(=O)O)C1c1ccc(Cl)cc1Cl, On1nnc2ccccc21. Yields the product CCNC(=O)CCCNC(=O)C1c2ccccc2C(=O)N(C2CCCCC2NS(C)(=O)=O)C1c1ccc(Cl)cc1Cl. As a reaction SMILES: [CH3:40][CH2:41][NH2:42].[Cl:1][c:2]1[c:3]([CH:9]2[N:10]([CH:29]3[CH:30]([NH:35][S:36](=[O:37])(=[O:38])[CH3:39])[CH2:31][CH2:32][CH2:33][CH2:34]3)[C:11](=[O:28])[c:12]3[cH:13][cH:14][cH:15][cH:16][c:17]3[CH:18]2[C:19](=[O:20])[NH:21][CH2:22][CH2:23][CH2:24][C:25](=[O:26])[OH:27])[cH:4][cH:5][c:6]([Cl:8])[cH:7]1.[OH:43][n:44]1[c:45]2[c:46]([cH:47][cH:48][cH:49][cH:50]2)[n:51][n:52]1>>[Cl:1][c:2]1[c:3]([CH:9]2[N:10]([CH:29]3[CH:30]([NH:35][S:36](=[O:37])(=[O:38])[CH3:39])[CH2:31][CH2:32][CH2:33][CH2:34]3)[C:11](=[O:28])[c:12]3[cH:13][cH:14][cH:15][cH:16][c:17]3[CH:18]2[C:19](=[O:20])[NH:21][CH2:22][CH2:23][CH2:24][C:25](=[O:26])[NH:42][CH2:41][CH3:40])[cH:4][cH:5][c:6]([Cl:8])[cH:7]1. The reactants are NC1=C(C(C2=CC=C(C=C12)OC)=O)C1=CC=C(C=C1)OC (3-Amino-5-methoxy-2-(4-methoxyphenyl)-1H-inden-1-one), OS(=O)(=O)O (H2SO4). As a reaction SMILES: N[C:2]1[C:10]2[C:5](=[CH:6][CH:7]=[C:8]([O:11][CH3:12])[CH:9]=2)[C:4](=[O:13])[C:3]=1[C:14]1[CH:19]=[CH:18][C:17]([O:20][CH3:21])=[CH:16][CH:15]=1.[OH:22]S(O)(=O)=O>>[CH3:12][O:11][C:8]1[CH:9]=[C:10]2[C:5](=[CH:6][CH:7]=1)[C:4](=[O:13])[CH:3]([C:14]1[CH:19]=[CH:18][C:17]([O:20][CH3:21])=[CH:16][CH:15]=1)[C:2]2=[O:22]. Isolated yield 99.0%. Yields the product COC=1C=C2C(C(C(C2=CC1)=O)C1=CC=C(C=C1)OC)=O (5-methoxy-2-(4-methoxyphenyl)-1H-inden-1,3(2H)-dione). Procedure: 3-Amino-5-methoxy-2-(4-methoxyphenyl)-1H-inden-1-one (500 mg, 1.78 mmol), was suspended in a solution of 20% H2SO4 and heated to 120° for 1 h. The reaction was allowed to cool and the residual solid filtered and the filter cake was washed copiously with water and dried in vacuo to give a light white solid (0.5 g, 99% yield, m.p. 163° C.); Procedure: A mixture of 1-Bromo-7-(4-fluoro-phenoxy)-4-hydroxy-isoquinoline-3-carboxylic acid butyl ester (4.34 g, 10 mmol, see example A-75 d), sodium acetate (984 mg, 12 mmol), Pd/C (2.0 g, 10 wt % Pd, 50 wt % water), EtOAc (400 ml) and MeOH (200 ml) was stirred under an H2-atmosphere at ambient pressure and temperature for 2.5 h before the mixture was filtered through a plug of celite. The celite was washed with EtOAc (500 ml). The combined organic phases were concentrated in vacuo. To the residue was a... The reactants are C(CCC)OC(=O)C=1N=C(C2=CC(=CC=C2C1O)OC1=CC=C(C=C1)F)Br (1-Bromo-7-(4-fluoro-phenoxy)-4-hydroxy-isoquinoline-3-carboxylic acid butyl ester), C(C)(=O)[O-].[Na+] (sodium acetate), CCOC(=O)C (EtOAc). Reaction SMILES: [CH2:1]([O:5][C:6]([C:8]1[N:9]=[C:10](Br)[C:11]2[C:16]([C:17]=1[OH:18])=[CH:15][CH:14]=[C:13]([O:19][C:20]1[CH:25]=[CH:24][C:23]([F:26])=[CH:22][CH:21]=1)[CH:12]=2)=[O:7])[CH2:2][CH2:3][CH3:4].C([O-])(=O)C.[Na+].CCOC(C)=O>[Pd].CO>[CH2:1]([O:5][C:6]([C:8]1[N:9]=[CH:10][C:11]2[C:16]([C:17]=1[OH:18])=[CH:15][CH:14]=[C:13]([O:19][C:20]1[CH:21]=[CH:22][C:23]([F:26])=[CH:24][CH:25]=1)[CH:12]=2)=[O:7])[CH2:2][CH2:3][CH3:4] |f:1.2|. Run at time 2.5 hour. Product: C(CCC)OC(=O)C=1N=CC2=CC(=CC=C2C1O)OC1=CC=C(C=C1)F (7-(4-Fluoro-phenoxy)-4-hydroxy-isoquinoline-3-carboxylic acid butyl ester). The reagents and catalysts are [Pd] (Pd/C). Isolated yield 97.1%. Run in CO (MeOH). Reactants: N[C@H]([C@H](O)C=1SC=CN1)C ((1S,2S)-2-amino-1-thiazol-2-yl-propan-1-ol), N[C@H]([C@@H](O)C=1SC=CN1)C ((1R,2S)-2-amino-1-thiazol-2-yl-propan-1-ol), ClC(Cl)(OC(OC(Cl)(Cl)Cl)=O)Cl (triphosgene). Run in C(Cl)Cl (CH2Cl2), C(Cl)Cl (CH2Cl2). Run at time 16 hour. Product: C[C@@H]1NC(O[C@@H]1C=1SC=CN1)=O ((4S,5S)-4-Methyl-5-thiazol-2-yl-oxazolidin-2-one). Isolated yield 13.0%. Reaction SMILES: [NH2:1][C@@H:2]([CH3:10])[C@@H:3]([C:5]1[S:6][CH:7]=[CH:8][N:9]=1)[OH:4].N[C@@H](C)[C@H:13](C1SC=CN=1)[OH:14].ClC(Cl)(OC(=O)OC(Cl)(Cl)Cl)Cl>C(Cl)Cl>[CH3:10][C@H:2]1[C@@H:3]([C:5]2[S:6][CH:7]=[CH:8][N:9]=2)[O:4][C:13](=[O:14])[NH:1]1. Procedure details: To a mixture of (1S,2S)-2-amino-1-thiazol-2-yl-propan-1-ol and (1R,2S)-2-amino-1-thiazol-2-yl-propan-1-ol (2.9 g, 12.5 mmol) in CH2Cl2 (40 mL) was added under argon NEt3 (10.5 mL, 75 mmol) at 0° C. Then, triphosgene (1.86 g, 6.27 mmol) dissolved in 40 mL of CH2Cl2 was added slowly, and the temperature was allowed to warm from 0° C. to room temperature. The reaction mixture was stirred for 16 hours at room temperature. The reaction mixture was then quenched by addition of aqueous NaHCO3. The orga...